Dataset: the Open Reaction Database (ORD), a public repository of structured organic reaction records. Task: describe an organic reaction: reactants, conditions, products, and yield Reactants: O=C1CCN(Cc2ccccc2)C1, Fc1ccccc1CCl, I, [Mg]. Product: OC1(Cc2ccccc2F)CCN(Cc2ccccc2)C1. As a reaction SMILES: [CH2:12]([c:13]1[cH:14][cH:15][cH:16][cH:17][cH:18]1)[N:19]1[CH2:20][C:21](=[O:24])[CH2:22][CH2:23]1.[F:2][c:3]1[c:4]([CH2:5][Cl:6])[cH:7][cH:8][cH:9][cH:10]1.[I:1].[Mg:11]>>[F:2][c:3]1[c:4]([CH2:5][C:21]2([OH:24])[CH2:20][N:19]([CH2:12][c:13]3[cH:14][cH:15][cH:16][cH:17][cH:18]3)[CH2:23][CH2:22]2)[cH:7][cH:8][cH:9][cH:10]1. Starting materials: BrCC(=O)OCC (ethyl bromoacetate), [Cl-].[Na+] (sodium chloride), C(C)OC(CN1C(C(C2=CC=CC=C12)NC(=O)NC1=CC=C(C=C1)C)=O)OCC ((RS)-1-(2,2-diethoxyethyl)-3-(N'-(4-methylphenyl)ureido)indolin-2-one), solution, CC(C)([O-])C.[K+] (potassium t-butoxide). Solvent: CS(=O)C (dimethyl sulfoxide), CS(=O)C (dimethyl sulfoxide), CS(=O)C (dimethyl sulfoxide). Reaction conditions: time 30 minute. The product is C(C)OC(=O)CC1(C(N(C2=CC=CC=C12)CC(OCC)OCC)=O)NC(=O)NC1=CC=C(C=C1)C ((RS)-3-(Ethoxycarbonylmethyl)-1-(2,2-diethoxyethyl)-3-(N'-(4-methylphenyl)ureido)indolin-2-one). The yield is 90.0%. As a reaction SMILES: [CH2:1]([O:3][CH:4]([O:27][CH2:28][CH3:29])[CH2:5][N:6]1[C:14]2[C:9](=[CH:10][CH:11]=[CH:12][CH:13]=2)[CH:8]([NH:15][C:16]([NH:18][C:19]2[CH:24]=[CH:23][C:22]([CH3:25])=[CH:21][CH:20]=2)=[O:17])[C:7]1=[O:26])[CH3:2].CC(C)([O-])C.[K+].Br[CH2:37][C:38]([O:40][CH2:41][CH3:42])=[O:39].[Cl-].[Na+]>CS(C)=O>[CH2:41]([O:40][C:38]([CH2:37][C:8]1([NH:15][C:16]([NH:18][C:19]2[CH:20]=[CH:21][C:22]([CH3:25])=[CH:23][CH:24]=2)=[O:17])[C:9]2[C:14](=[CH:13][CH:12]=[CH:11][CH:10]=2)[N:6]([CH2:5][CH:4]([O:3][CH2:1][CH3:2])[O:27][CH2:28][CH3:29])[C:7]1=[O:26])=[O:39])[CH3:42] |f:1.2,4.5|. Procedure details: To a solution of 7.50 g of (RS)-1-(2,2-diethoxyethyl)-3-(N'-(4-methylphenyl)ureido)indolin-2-one in 100 ml of dry dimethyl sulfoxide was added 20 ml of a 1M solution of potassium t-butoxide in dry dimethyl sulfoxide at room temperature under a nitrogen atmosphere, followed by stirring for 30 minutes. To the mixture was added dropwise a solution of 2.30 ml of ethyl bromoacetate in 20 ml of dry dimethyl sulfoxide, followed by stirring at the same temperature for 30 minutes. A sodium chloride aqueo... The reactants are CC(=O)O, NNC(=O)c1ccc(CNC(=O)c2ccc(Cl)cc2)cc1, O=C1Nc2ccc(I)cc2C1=O. Product: O=C1Nc2ccc(I)cc2C1=NNC(=O)c1ccc(CNC(=O)c2ccc(Cl)cc2)cc1. RXN SMILES: [CH3:34][C:35](=[O:36])[OH:37].[Cl:13][c:14]1[cH:15][cH:16][c:17]([C:18](=[O:19])[NH:20][CH2:21][c:22]2[cH:23][cH:24][c:25]([C:28](=[O:29])[NH:30][NH2:31])[cH:26][cH:27]2)[cH:32][cH:33]1.[I:1][c:2]1[cH:3][c:4]2[c:8]([cH:9][cH:10]1)[NH:7][C:6](=[O:11])[C:5]2=[O:12]>>[I:1][c:2]1[cH:3][c:4]2[c:8]([cH:9][cH:10]1)[NH:7][C:6](=[O:11])[C:5]2=[N:31][NH:30][C:28]([c:25]1[cH:24][cH:23][c:22]([CH2:21][NH:20][C:18]([c:17]2[cH:16][cH:15][c:14]([Cl:13])[cH:33][cH:32]2)=[O:19])[cH:27][cH:26]1)=[O:29].